From a dataset of the Open Reaction Database (ORD), a public repository of structured organic reaction records. describe an organic reaction: reactants, conditions, products, and yield Reactants: C(C)OC(=O)C1=CC=C(C2=CC(=CC=C12)Br)C(=O)OCC (6-bromonaphthalene-1,4-dicarboxylic-acid diethyl ester), CC(CCOC1=CC=C(C=C1)OB(O)O)CCCC(C)C (4-(3,7-dimethyloctyloxy)phenyl boric acid). Reagents/catalysts: C=1C=CC(=CC1)[P](C=2C=CC=CC2)(C=3C=CC=CC3)[Pd]([P](C=4C=CC=CC4)(C=5C=CC=CC5)C=6C=CC=CC6)([P](C=7C=CC=CC7)(C=8C=CC=CC8)C=9C=CC=CC9)[P](C=1C=CC=CC1)(C=1C=CC=CC1)C=1C=CC=CC1 (tetrakis(triphenylphosphine)palladium). The solvent is C1(=CC=CC=C1)C.O (toluene water). Product: C(C)OC(=O)C1=CC=C(C2=CC(=CC=C12)C1=CC=C(C=C1)OCCC(CCCC(C)C)C)C(=O)OCC (6-(4-(3,7-dimethyloctyloxy)phenyl)naphthalene-1,4-dicarboxylic-acid diethyl ester). Isolated yield 54.1%. RXN SMILES: [CH2:1]([O:3][C:4]([C:6]1[C:15]2[C:10](=[CH:11][C:12](Br)=[CH:13][CH:14]=2)[C:9]([C:17]([O:19][CH2:20][CH3:21])=[O:18])=[CH:8][CH:7]=1)=[O:5])[CH3:2].[CH3:22][CH:23]([CH2:37][CH2:38][CH2:39][CH:40]([CH3:42])[CH3:41])[CH2:24][CH2:25][O:26][C:27]1[CH:32]=[CH:31][C:30](OB(O)O)=[CH:29][CH:28]=1>C1C=CC([P]([Pd]([P](C2C=CC=CC=2)(C2C=CC=CC=2)C2C=CC=CC=2)([P](C2C=CC=CC=2)(C2C=CC=CC=2)C2C=CC=CC=2)[P](C2C=CC=CC=2)(C2C=CC=CC=2)C2C=CC=CC=2)(C2C=CC=CC=2)C2C=CC=CC=2)=CC=1.C1(C)C=CC=CC=1.O>[CH2:1]([O:3][C:4]([C:6]1[C:15]2[C:10](=[CH:11][C:12]([C:30]3[CH:31]=[CH:32][C:27]([O:26][CH2:25][CH2:24][CH:23]([CH3:22])[CH2:37][CH2:38][CH2:39][CH:40]([CH3:42])[CH3:41])=[CH:28][CH:29]=3)=[CH:13][CH:14]=2)[C:9]([C:17]([O:19][CH2:20][CH3:21])=[O:18])=[CH:8][CH:7]=1)=[O:5])[CH3:2] |f:3.4,^1:46,48,67,86|. Reported procedure: Under argon atmosphere and in a toluene/water mixed solvent, 6-bromonaphthalene-1,4-dicarboxylic-acid diethyl ester 4.5 g and 4-(3,7-dimethyloctyloxy)phenyl boric acid 4.0 g were reacted with using tetrakis(triphenylphosphine)palladium under a condition of usual Suzuki reaction. Purification by column treatment (silica gel/toluene) was carried out, and 6-(4-(3,7-dimethyloctyloxy)phenyl)naphthalene-1,4-dicarboxylic-acid diethyl ester 3.5 g was obtained. Starting materials: CS(=O)(=O)Cl, CCN(C(C)C)C(C)C, COc1cc2ncnc(Nc3cccc(Cl)c3F)c2cc1OC1CCNC1, ClCCl, Cl, c1ccncc1. The product is COc1cc2ncnc(Nc3cccc(Cl)c3F)c2cc1OC1CCN(S(C)(=O)=O)C1. As a reaction SMILES: [CH3:29][S:30]([Cl:31])(=[O:32])=[O:33].[CH:43]([N:44]([CH:45]([CH3:46])[CH3:47])[CH2:48][CH3:49])([CH3:50])[CH3:51].[Cl:2][c:3]1[c:4]([F:28])[c:5]([NH:6][c:7]2[n:8][cH:9][n:10][c:11]3[cH:12][c:13]([O:23][CH3:24])[c:14]([O:17][CH:18]4[CH2:19][NH:20][CH2:21][CH2:22]4)[cH:15][c:16]23)[cH:25][cH:26][cH:27]1.[Cl:34][CH2:35][Cl:36].[ClH:1].[cH:37]1[cH:38][cH:39][n:40][cH:41][cH:42]1>>[Cl:2][c:3]1[c:4]([F:28])[c:5]([NH:6][c:7]2[n:8][cH:9][n:10][c:11]3[cH:12][c:13]([O:23][CH3:24])[c:14]([O:17][CH:18]4[CH2:19][N:20]([S:30]([CH3:29])(=[O:32])=[O:33])[CH2:21][CH2:22]4)[cH:15][c:16]23)[cH:25][cH:26][cH:27]1. The reactants are CCOC(=O)CCn1ccc(C=C2CN(C(C(=O)OC)c3ccccc3F)CCC2SC(C)=O)n1, CO, Cl. Product: Cl, CCOC(=O)CCn1ccc(C=C2CN(C(C(=O)OC)c3ccccc3F)CCC2S)n1. As a reaction SMILES: [C:2](=[O:3])([CH3:4])[S:5][CH:6]1[C:7](=[CH:24][c:25]2[n:26][n:27]([CH2:30][CH2:31][C:32](=[O:33])[O:34][CH2:35][CH3:36])[cH:28][cH:29]2)[CH2:8][N:9]([CH:12]([C:13](=[O:14])[O:15][CH3:16])[c:17]2[c:18]([F:23])[cH:19][cH:20][cH:21][cH:22]2)[CH2:10][CH2:11]1.[CH3:37][OH:38].[ClH:1]>>[ClH:1].[SH:5][CH:6]1[C:7](=[CH:24][c:25]2[n:26][n:27]([CH2:30][CH2:31][C:32](=[O:33])[O:34][CH2:35][CH3:36])[cH:28][cH:29]2)[CH2:8][N:9]([CH:12]([C:13](=[O:14])[O:15][CH3:16])[c:17]2[c:18]([F:23])[cH:19][cH:20][cH:21][cH:22]2)[CH2:10][CH2:11]1. The reactants are ClC1=CC=C2C(=N1)N(C=C2)C (6-chloro-1-methyl-1H-pyrrolo[2,3-b]pyridine), [Li]C(C)(C)C (t-BuLi), CCCCC (pentane), B(OC)(OC)OC (Trimethyl borate). Run in C1CCOC1 (THF), O (Water). Conditions: temperature -78 celsius, time 2 hour. The product is ClC1=CC=C2C=C(N(C2=N1)C)B(O)O (6-chloro-N-methyl-7-aza indole-2-boronic acid). Isolated yield 163.1%. As a reaction SMILES: [Cl:1][C:2]1[N:7]=[C:6]2[N:8]([CH3:11])[CH:9]=[CH:10][C:5]2=[CH:4][CH:3]=1.[Li]C(C)(C)C.CCCCC.[B:22](OC)([O:25]C)[O:23]C>C1COCC1.O>[Cl:1][C:2]1[N:7]=[C:6]2[C:5]([CH:10]=[C:9]([B:22]([OH:25])[OH:23])[N:8]2[CH3:11])=[CH:4][CH:3]=1. Procedure details: To a solution of 6-chloro-1-methyl-1H-pyrrolo[2,3-b]pyridine (1.02 g, 6.12 mmol)) in THF (60 mL) at −78° C. was added 1.7 M t-BuLi in pentane (9.00 mL, 15.31 mmol) and the mixture was stirred at −78° C. for 2 h. Trimethyl borate (1.026 mL, 9.18 mmol) was added at −78° C. and the mixture was allowed to warm to room temperature, and stirred at room temperature overnight. Water (2 mL) was added and the mixture was concentrated in vacuo. The solid was subjected to high vacuum overnight to afford 2.1... The reactants are Cn1c(=O)c(Br)cc2cnnc(-c3ccc(F)cc3F)c21, O=C([O-])[O-], C1COCCO1, Cc1ccc(C(=O)NC2CC2)cc1B1OC(C)(C)C(C)(C)O1, [Na+], [Na+], O, c1ccc(P(c2ccccc2)(c2ccccc2)[Pd](P(c2ccccc2)(c2ccccc2)c2ccccc2)(P(c2ccccc2)(c2ccccc2)c2ccccc2)P(c2ccccc2)(c2ccccc2)c2ccccc2)cc1. Yields the product Cc1ccc(C(=O)NC2CC2)cc1-c1cc2cnnc(-c3ccc(F)cc3F)c2n(C)c1=O. Reaction SMILES: [Br:1][c:2]1[cH:3][c:4]2[cH:5][n:6][n:7][c:8](-[c:14]3[c:15]([F:21])[cH:16][c:17]([F:20])[cH:18][cH:19]3)[c:9]2[n:10]([CH3:13])[c:11]1=[O:12].[C:28](=[O:29])([O-:30])[O-:31].[CH2:22]1[O:23][CH2:24][CH2:25][O:26][CH2:27]1.[CH:34]1([NH:37][C:38]([c:39]2[cH:40][c:41]([B:46]3[O:47][C:48]([CH3:49])([CH3:50])[C:51]([CH3:52])([CH3:53])[O:54]3)[c:42]([CH3:45])[cH:43][cH:44]2)=[O:55])[CH2:35][CH2:36]1.[Na+:32].[Na+:33].[OH2:56].[cH:57]1[cH:58][cH:59][c:60]([P:61]([Pd:62]([P:63]([c:64]2[cH:65][cH:66][cH:67][cH:68][cH:69]2)([c:70]2[cH:71][cH:72][cH:73][cH:74][cH:75]2)[c:76]2[cH:77][cH:78][cH:79][cH:80][cH:81]2)([P:82]([c:83]2[cH:84][cH:85][cH:86][cH:87][cH:88]2)([c:89]2[cH:90][cH:91][cH:92][cH:93][cH:94]2)[c:95]2[cH:96][cH:97][cH:98][cH:99][cH:100]2)[P:101]([c:102]2[cH:103][cH:104][cH:105][cH:106][cH:107]2)([c:108]2[cH:109][cH:110][cH:111][cH:112][cH:113]2)[c:114]2[cH:115][cH:116][cH:117][cH:118][cH:119]2)([c:120]2[cH:121][cH:122][cH:123][cH:124][cH:125]2)[c:126]2[cH:127][cH:128][cH:129][cH:130][cH:131]2)[cH:132][cH:133]1>>[c:2]1(-[c:41]2[cH:40][c:39]([C:38]([NH:37][CH:34]3[CH2:35][CH2:36]3)=[O:55])[cH:44][cH:43][c:42]2[CH3:45])[cH:3][c:4]2[cH:5][n:6][n:7][c:8](-[c:14]3[c:15]([F:21])[cH:16][c:17]([F:20])[cH:18][cH:19]3)[c:9]2[n:10]([CH3:13])[c:11]1=[O:12]. Starting materials: COCOc1ccc[n+]([O-])c1C(O)c1cccc(Br)c1, CCOC(C)=O. Yields the product COCOc1ccc[n+]([O-])c1C(=O)c1cccc(Br)c1. As a reaction SMILES: [Br:1][c:2]1[cH:3][c:4]([CH:5]([OH:6])[c:7]2[n+:8]([O-:17])[cH:9][cH:10][cH:11][c:12]2[O:13][CH2:14][O:15][CH3:16])[cH:18][cH:19][cH:20]1.[CH3:21][CH2:22][O:23][C:24](=[O:25])[CH3:26]>>[Br:1][c:2]1[cH:3][c:4]([C:5](=[O:6])[c:7]2[n+:8]([O-:17])[cH:9][cH:10][cH:11][c:12]2[O:13][CH2:14][O:15][CH3:16])[cH:18][cH:19][cH:20]1.